Dataset: the Open Reaction Database (ORD), a public repository of structured organic reaction records. Task: describe an organic reaction: reactants, conditions, products, and yield Reactants: BrC=1C(=NC(=NC1Cl)S(=O)C)NCC#C (5-bromo-6-chloro-2-(methylsulfinyl)-N-(prop-2-ynyl)pyrimidine-4-amine), BrC=1C(=NC(=NC1Cl)S(=O)C)NCC#C (5-bromo-6-chloro-2-(methylsulfinyl)-N-(prop-2-ynyl)pyrimidine-4-amine), N1N=CC2=CC=CC=C12 (indazole), C([O-])([O-])=O.[Cs+].[Cs+] (cesium carbonate), O (water). Run in CS(=O)C (DMSO). Reaction conditions: time 20 minute. Yields the product BrC=1C(=NC(=NC1Cl)N1N=CC2=CC=CC=C12)NCC#C (5-bromo-6-chloro-2-(1H-indazol-1-yl)-N-(prop-2-ynyl)pyrimidine-4-amine), solid. The yield is 52.8%. As a reaction SMILES: [Br:1][C:2]1[C:3]([NH:12][CH2:13][C:14]#[CH:15])=[N:4][C:5](S(C)=O)=[N:6][C:7]=1[Cl:8].[NH:16]1[C:24]2[C:19](=[CH:20][CH:21]=[CH:22][CH:23]=2)[CH:18]=[N:17]1.C(=O)([O-])[O-].[Cs+].[Cs+].O>CS(C)=O>[Br:1][C:2]1[C:3]([NH:12][CH2:13][C:14]#[CH:15])=[N:4][C:5]([N:16]2[C:24]3[C:19](=[CH:20][CH:21]=[CH:22][CH:23]=3)[CH:18]=[N:17]2)=[N:6][C:7]=1[Cl:8] |f:2.3.4|. Reported procedure: To a suspension of 0.5 g (1.62 mmol) of 5-bromo-6-chloro-2-(methylsulfinyl)-N-(prop-2-ynyl)pyrimidine-4-amine (intermediate 31) in 2 ml of DMSO, 0.19 g (1.62 mmol) indazole and 0.32 g of cesium carbonate were added. The slightly yellow solution was stirred at room temperature for 20 minutes. The reaction mixture was poured onto 10 ml of cold water. The resulting precipitate was filtered, washed with cold water and dried. The desired product was obtained as a white solid 0.31 g (52.8%). The reactants are C(C)(=O)OCC (ethyl acetate), NC1=C(C=NN1)C(=O)C=1SC=CC1 ((5-amino-1H-pyrazol-4-yl)-thiophene-2-yl-methanone), CN(C=CC(=O)C=1C=CC(=C(C1)N(C(C)=O)C)OC)C (N-[5-(3-dimethylamino-acryloyl)-2-methoxy-phenyl]-N-methyl-acetamide). Run in C(C)(=O)O (acetic acid). Yields the product COC1=C(C=C(C=C1)C1=CC=NC=2N1N=CC2C(=O)C=2SC=CC2)N(C(C)=O)C (N-{2-methoxy-5-[3-(thiophene-2-carbonyl)-pyrazolo[1,5-a]pyrimidin-7-yl]-phenyl}-N-methyl-acetamide). The yield is 92.3%. As a reaction SMILES: [NH2:1][C:2]1[NH:6][N:5]=[CH:4][C:3]=1[C:7]([C:9]1[S:10][CH:11]=[CH:12][CH:13]=1)=[O:8].CN(C)[CH:16]=[CH:17][C:18]([C:20]1[CH:21]=[CH:22][C:23]([O:31][CH3:32])=[C:24]([N:26]([CH3:30])[C:27](=[O:29])[CH3:28])[CH:25]=1)=O.C(OCC)(=O)C>C(O)(=O)C>[CH3:32][O:31][C:23]1[CH:22]=[CH:21][C:20]([C:18]2[N:6]3[N:5]=[CH:4][C:3]([C:7]([C:9]4[S:10][CH:11]=[CH:12][CH:13]=4)=[O:8])=[C:2]3[N:1]=[CH:16][CH:17]=2)=[CH:25][C:24]=1[N:26]([CH3:30])[C:27](=[O:29])[CH3:28]. Reported procedure: A mixture of 0.070 g (0.36 mmol) of (5-amino-1H-pyrazol-4-yl)-thiophene-2-yl-methanone and 0.1 g (0.38 mmol) of N-[5-(3-dimethylamino-acryloyl)-2-methoxy-phenyl]-N-methyl-acetamide in 10 mL of glacial acetic acid was refluxed for 2.5 hours and then the solvent was removed by reduced pressure distillation. To the resulting residue were added 15 mL of dichloromethane and 10 mL of saturated sodium bicarbonate solution. The two layers were separated, and the aqueous layer was washed with 10 mL of di... Reactants: CCN(CC)c1ccccc1, Cl, CC(=O)c1cc([N+](=O)[O-])c(O)c([N+](=O)[O-])c1, O=[N+]([O-])c1ccccc1, Cc1ccc(S(=O)(=O)Cl)cc1. Yields the product CC(=O)c1cc([N+](=O)[O-])c(Cl)c([N+](=O)[O-])c1. RXN SMILES: [CH2:28]([N:29]([CH2:30][CH3:31])[c:32]1[cH:33][cH:34][cH:35][cH:36][cH:37]1)[CH3:38].[ClH:48].[N+:1](=[O:2])([O-:3])[c:4]1[cH:5][c:6]([C:14]([CH3:15])=[O:16])[cH:7][c:8]([N+:11](=[O:12])[O-:13])[c:9]1[OH:10].[O-:39][N+:40]([c:41]1[cH:42][cH:43][cH:44][cH:45][cH:46]1)=[O:47].[c:17]1([CH3:18])[cH:19][cH:20][c:21]([S:22](=[O:23])(=[O:24])[Cl:26])[cH:25][cH:27]1>>[N+:1](=[O:2])([O-:3])[c:4]1[cH:5][c:6]([C:14]([CH3:15])=[O:16])[cH:7][c:8]([N+:11](=[O:12])[O-:13])[c:9]1[Cl:26]. Starting materials: O=C([O-])[O-], CNC(=O)c1c(C(C)C)oc2cc(O)ccc12, COC1CCN(C(=O)c2cc3nccc(Cl)c3s2)C1, [Cs+], [Cs+]. Yields the product CNC(=O)c1c(C(C)C)oc2cc(Oc3ccnc4cc(C(=O)N5CCC(OC)C5)sc34)ccc12. As a reaction SMILES: [C:37](=[O:38])([O-:39])[O-:40].[CH3:20][NH:21][C:22](=[O:23])[c:24]1[c:25]2[c:26]([o:27][c:28]1[CH:29]([CH3:30])[CH3:31])[cH:32][c:33]([OH:36])[cH:34][cH:35]2.[Cl:1][c:2]1[c:3]2[c:4]([n:5][cH:6][cH:7]1)[cH:8][c:9]([C:11](=[O:12])[N:13]1[CH2:14][CH:15]([O:18][CH3:19])[CH2:16][CH2:17]1)[s:10]2.[Cs+:41].[Cs+:42]>>[c:2]1([O:36][c:33]2[cH:32][c:26]3[c:25]([c:24]([C:22]([NH:21][CH3:20])=[O:23])[c:28]([CH:29]([CH3:30])[CH3:31])[o:27]3)[cH:35][cH:34]2)[c:3]2[c:4]([n:5][cH:6][cH:7]1)[cH:8][c:9]([C:11](=[O:12])[N:13]1[CH2:14][CH:15]([O:18][CH3:19])[CH2:16][CH2:17]1)[s:10]2. The reactants are CCOC(C)=O, CCC(O)CCCCCCC(C)OCc1ccccc1, CCCCCC, CCO. The product is CCC(O)CCCCCCC(C)O. As a reaction SMILES: [C:27]([O:28][CH2:29][CH3:30])(=[O:31])[CH3:32].[CH2:1]([c:2]1[cH:3][cH:4][cH:5][cH:6][cH:7]1)[O:8][CH:9]([CH3:10])[CH2:11][CH2:12][CH2:13][CH2:14][CH2:15][CH2:16][CH:17]([CH2:18][CH3:19])[OH:20].[CH3:21][CH2:22][CH2:23][CH2:24][CH2:25][CH3:26].[CH3:33][CH2:34][OH:35]>>[OH:8][CH:9]([CH3:10])[CH2:11][CH2:12][CH2:13][CH2:14][CH2:15][CH2:16][CH:17]([CH2:18][CH3:19])[OH:20]. Reactants: C1=CC=CC=2C3=CC=CC=C3C(C12)COC(=O)N(CC(=O)OCC(=O)OC(C)(C)C)C (2-(tert-butoxy)-2-oxoethyl 2-((((9H-fluoren-9-yl)methoxy)carbonyl)(methyl)amino)acetate), C(C)(C)[SiH](C(C)C)C(C)C (triisopropylsilane), FC(C(=O)O)(F)F (trifluoroacetic acid). Solvent: C(Cl)Cl (methylene chloride). The product is C1=CC=CC=2C3=CC=CC=C3C(C12)COC(=O)N(CC(=O)OCC(=O)O)C (2-(2-((((9H-fluoren-9-yl)methoxy)carbonyl)(methyl)amino)acetoxy)acetic acid). Yield: 100.0%. RXN SMILES: [CH:1]1[C:13]2[CH:12]([CH2:14][O:15][C:16]([N:18]([CH3:31])[CH2:19][C:20]([O:22][CH2:23][C:24]([O:26]C(C)(C)C)=[O:25])=[O:21])=[O:17])[C:11]3[C:6](=[CH:7][CH:8]=[CH:9][CH:10]=3)[C:5]=2[CH:4]=[CH:3][CH:2]=1.C([SiH](C(C)C)C(C)C)(C)C.FC(F)(F)C(O)=O>C(Cl)Cl>[CH:10]1[C:11]2[CH:12]([CH2:14][O:15][C:16]([N:18]([CH3:31])[CH2:19][C:20]([O:22][CH2:23][C:24]([OH:26])=[O:25])=[O:21])=[O:17])[C:13]3[C:5](=[CH:4][CH:3]=[CH:2][CH:1]=3)[C:6]=2[CH:7]=[CH:8][CH:9]=1. Procedure details: A solution of 2-(tert-butoxy)-2-oxoethyl 2-((((9H-fluoren-9-yl)methoxy)carbonyl)(methyl)amino)acetate (Fmoc-MeGly-HOGly-OtBu) (Compound SP637) (2.30 g, 5.41 mmol) in methylene chloride (18 mL) was mixed with triisopropylsilane (2.78 mL, 13.5 mmol) and trifluoroacetic acid (5.41 mL, 70.3 mmol) with stirring at room temperature, and the reaction mixture was stirred at room temperature for 2 hours. The reaction solution was concentrated under reduced pressure, and the resulting residue was purified... Starting materials: BrCCBr, Oc1c(F)ccc(F)c1Cl. The product is Fc1ccc(F)c(OCCBr)c1Cl. As a reaction SMILES: [Br:11][CH2:12][CH2:13][Br:14].[Cl:1][c:2]1[c:3]([OH:10])[c:4]([F:9])[cH:5][cH:6][c:7]1[F:8]>>[Cl:1][c:2]1[c:3]([O:10][CH2:13][CH2:12][Br:11])[c:4]([F:9])[cH:5][cH:6][c:7]1[F:8]. Starting materials: COC=1C=C(C=CC1)CC(=O)O (3-methoxybenzeneacetic acid), ICl (iodine monochloride), O (water). Reagents/catalysts: II (iodine). Solvent: C(C)(=O)O (acetic acid). Product: IC1=C(C=C(C=C1)OC)CC(=O)O (2-iodo-5-methoxybenzeneacetic acid). The yield is 64.7%. RXN SMILES: [CH3:1][O:2][C:3]1[CH:4]=[C:5]([CH2:9][C:10]([OH:12])=[O:11])[CH:6]=[CH:7][CH:8]=1.[I:13]Cl.O>C(O)(=O)C.II>[I:13][C:6]1[CH:7]=[CH:8][C:3]([O:2][CH3:1])=[CH:4][C:5]=1[CH2:9][C:10]([OH:12])=[O:11]. Procedure: A solution of 45 g (0.27 mole) of 3-methoxybenzeneacetic acid, 52.6 g (0.32 mole) of iodine monochloride and 1 g of iodine was allowed to stand in 500 ml of glacial acetic acid for six days at room temperature. The reaction was poured into water and the solid collected. It was recrystallized from toluene to give 51 g of crystalline 2-iodo-5-methoxybenzeneacetic acid, mp 133.5°-134.5° C. (65% yield). The reactants are C1(=CC=CC=C1)N1CCC(CC1)N (1-Phenylpiperidin-4-ylamine), C(#N)C1=CC=C(C=O)C=C1 (4-cyanobenzaldehyde), C(C)(=O)O (acetic acid), ice water, C(#N)[BH3-].[Na+] (sodium cyanoborohydride). The solvent is CO (methanol). Conditions: time 2 hour. The product is C(#N)C1=CC=C(CNC2CCN(CC2)C2=CC=CC=C2)C=C1 (4-Cyanobenzyl(1-phenylpiperidin-4-yl)amine). RXN SMILES: [C:1]1([N:7]2[CH2:12][CH2:11][CH:10]([NH2:13])[CH2:9][CH2:8]2)[CH:6]=[CH:5][CH:4]=[CH:3][CH:2]=1.[C:14]([C:16]1[CH:23]=[CH:22][C:19]([CH:20]=O)=[CH:18][CH:17]=1)#[N:15].C(O)(=O)C.C([BH3-])#N.[Na+]>CO>[C:14]([C:16]1[CH:23]=[CH:22][C:19]([CH2:20][NH:13][CH:10]2[CH2:9][CH2:8][N:7]([C:1]3[CH:6]=[CH:5][CH:4]=[CH:3][CH:2]=3)[CH2:12][CH2:11]2)=[CH:18][CH:17]=1)#[N:15] |f:3.4|. Reported procedure: 1-Phenylpiperidin-4-ylamine (0.50 g, 2.84 mmol) (from Example 123) and 4-cyanobenzaldehyde (0.74 g, 5.64 mmol) were dissolved in anhydrous methanol (10 mL) and acetic acid (0.97 mL, 17 mmol) was added. The mixture was stirred for 2 hrs at room temperature, then cooled to 0° C. (ice-water) and sodium cyanoborohydride (0.267 g, 4.25 mmol) was added, then the reaction mixture was stirred at room temperature for 2 hrs. The solvent was evaporated under reduced pressure and the residue was partitioned... As a reaction SMILES: [C:1]([C:4]([O:7]/[N:8]=[C:9](/[C:38]1[N:39]=[C:40]([NH:43]C(C2C=CC=CC=2)(C2C=CC=CC=2)C2C=CC=CC=2)[S:41][CH:42]=1)\[C:10]([NH:12][C@@H:13]1[C:36](=[O:37])[N:15]2[C:16]([C:24]([O:26]CC3C=CC(OC)=CC=3)=[O:25])=[C:17](/[CH:20]=[CH:21]\[CH2:22]Cl)[CH2:18][S:19][C@H:14]12)=[O:11])([CH3:6])[CH3:5])([OH:3])=[O:2].[I-].[Na+].[CH3:65][N:66]([CH2:68][C:69]1[S:73][CH:72]=[N:71][C:70]=1[CH3:74])[CH3:67]>>[NH2:43][C:40]1[S:41][CH:42]=[C:38](/[C:9](=[N:8]/[O:7][C:4]([C:1]([OH:3])=[O:2])([CH3:5])[CH3:6])/[C:10]([NH:12][C@@H:13]2[C:36](=[O:37])[N:15]3[C:16]([C:24]([O-:26])=[O:25])=[C:17](/[CH:20]=[CH:21]/[CH2:22][N+:66]([CH3:67])([CH3:65])[CH2:68][C:69]4[S:73][CH:72]=[N:71][C:70]=4[CH3:74])[CH2:18][S:19][C@H:14]23)=[O:11])[N:39]=1 |f:1.2|. Starting materials: C(=O)(O)C(C)(C)O\N=C(/C(=O)N[C@H]1[C@@H]2N(C(=C(CS2)\C=C/CCl)C(=O)OCC2=CC=C(C=C2)OC)C1=O)\C=1N=C(SC1)NC(C1=CC=CC=C1)(C1=CC=CC=C1)C1=CC=CC=C1 (p-methoxybenzyl 7β-[(Z)-2-(2-carboxyprop-2-oxyimino)-2-(2-tritylaminothiazol-4-yl)acetamido]-3-[(Z)-3-chloro-1-propen-1-yl]3-cephem-4-carboxylate), [I-].[Na+] (sodium iodide), CN(C)CC1=C(N=CS1)C (5-dimethylam-inomethyl-4-methylthiazole). Procedure: p-methoxybenzyl 7β-[(Z)-2-(2-carboxyprop-2-oxyimino)-2-(2-tritylaminothiazol-4-yl)acetamido]-3-[(Z)-3-chloro-1-propen-1-yl]3-cephem-4-carboxylate(1.5 g), sodium iodide (0.75 g) and 5-dimethylam-inomethyl-4-methylthiazole(0.31 g) were reacted in the same manner as described in Example 1 to obtain the target product(180 mg). Yields the product NC=1SC=C(N1)/C(/C(=O)N[C@H]1[C@@H]2N(C(=C(CS2)\C=C\C[N+](CC2=C(N=CS2)C)(C)C)C(=O)[O-])C1=O)=N/OC(C)(C)C(=O)O (7β-[(Z)-2-(2-aminothiazol-4-yl)-2-(2-carboxyprop-2-oxyimino)acetamido]-3-[(E)-3-[(4-methylthiazol-5-yl)-methyldimethylammonio]-1-propen-1-yl]3-cephem-4-carboxylate). Yield: 16.5%.